From a dataset of the Open Reaction Database (ORD), a public repository of structured organic reaction records. describe an organic reaction: reactants, conditions, products, and yield Reactants: BrCCC1=CC=CC=C1 ((2-bromoethyl)benzene), [I-].[Na+] (sodium iodide), C(C)(=O)N1C=NC=C1 (1-acetylimidazole). Solvent: C(C)#N (acetonitrile). Reaction conditions: temperature 25 celsius. Yields the product [I-].C1(=CC=CC=C1)CC[NH+]1CN(C=C1)CCC1=CC=CC=C1 (1,3-bis(2-phenylethyl)-1H-imidazolium iodide). Reaction SMILES: Br[CH2:2][CH2:3][C:4]1[CH:9]=[CH:8][CH:7]=[CH:6][CH:5]=1.[I-:10].[Na+].[C:12]([N:15]1[CH:19]=[CH:18][N:17]=[CH:16]1)(=O)[CH3:13]>C(#N)C>[I-:10].[C:4]1([CH2:3][CH2:2][NH+:17]2[CH:18]=[CH:19][N:15]([CH2:12][CH2:13][C:4]3[CH:9]=[CH:8][CH:7]=[CH:6][CH:5]=3)[CH2:16]2)[CH:9]=[CH:8][CH:7]=[CH:6][CH:5]=1 |f:1.2,5.6|. Reported procedure: A solution of (2-bromoethyl)benzene (27.3 ml), sodium iodide (60.0 g), 1-acetylimidazole (22.2 g), and acetonitrile (220 ml) was refluxed 6.5 hrs. under nitrogen. The solution was cooled to 25° C. and the acetonitrile was evaporated. Water and potassium carbonate were added to the oily residue, which was extracted with dichloromethane. Combined extracts were washed with water, dried, filtered, and concentrated to give 1,3-bis(2-phenylethyl)-1H-imidazolium iodide (J, 35.4 g), m.p. 145.5°-147° C. ... Starting materials: CI (methyl iodide), C(C1=CC=CC=C1)OC(=O)N1C[C@H]([C@@H]([C@H](C1)OCC=1C=CC2=C(N(CCO2)CCCOC)C1)C1=CC=C(C=C1)COC[C@H](COC)C)CO ((3S,4R,5R)-3-hydroxymethyl-4-[4-((S)-3-methoxy-2-methyl-propoxymethyl)-phenyl]-5-[4-(3-methoxy-propyl)-3,4-dihydro-2H-benzo[1,4]oxazin-6-ylmethoxy]-piperidine-1-carboxylic acid benzyl ester), [H-].[Na+] (sodium hydride). Conditions: temperature 0 celsius, time 1 hour. Yields the product C(C1=CC=CC=C1)OC(=O)N1C[C@H]([C@@H]([C@H](C1)OCC=1C=CC2=C(N(CCO2)CCCOC)C1)C1=CC=C(C=C1)COC[C@H](COC)C)COC ((3S,4R,5R)-3-Methoxymethyl-4-[4-((S)-3-methoxy-2-methyl-propoxymethyl) -phenyl]-5-[4-(3-methoxy-propyl)-3,4-dihydro-2H-benzo[1,4]oxazin-6-ylmethoxy]-piperidine-1-carboxylic acid benzyl ester). As a reaction SMILES: [CH3:1]I.[CH2:3]([O:10][C:11]([N:13]1[CH2:18][C@H:17]([O:19][CH2:20][C:21]2[CH:22]=[CH:23][C:24]3[O:29][CH2:28][CH2:27][N:26]([CH2:30][CH2:31][CH2:32][O:33][CH3:34])[C:25]=3[CH:35]=2)[C@@H:16]([C:36]2[CH:41]=[CH:40][C:39]([CH2:42][O:43][CH2:44][C@@H:45]([CH3:49])[CH2:46][O:47][CH3:48])=[CH:38][CH:37]=2)[C@H:15]([CH2:50][OH:51])[CH2:14]1)=[O:12])[C:4]1[CH:9]=[CH:8][CH:7]=[CH:6][CH:5]=1.[H-].[Na+]>>[CH2:3]([O:10][C:11]([N:13]1[CH2:18][C@H:17]([O:19][CH2:20][C:21]2[CH:22]=[CH:23][C:24]3[O:29][CH2:28][CH2:27][N:26]([CH2:30][CH2:31][CH2:32][O:33][CH3:34])[C:25]=3[CH:35]=2)[C@@H:16]([C:36]2[CH:41]=[CH:40][C:39]([CH2:42][O:43][CH2:44][C@@H:45]([CH3:49])[CH2:46][O:47][CH3:48])=[CH:38][CH:37]=2)[C@H:15]([CH2:50][O:51][CH3:1])[CH2:14]1)=[O:12])[C:4]1[CH:9]=[CH:8][CH:7]=[CH:6][CH:5]=1 |f:2.3|. Procedure details: 2.568 mmol of methyl iodide are added to a suspension of 0.642 mmol of (3S,4R,5R)-3-hydroxymethyl-4-[4-((S)-3-methoxy-2-methyl-propoxymethyl)-phenyl]-5-[4-(3-methoxy-propyl)-3,4-dihydro-2H-benzo[1,4]oxazin-6-ylmethoxy]-piperidine-1-carboxylic acid benzyl ester (Example 1a) and 0.963 mmol of sodium hydride (60% dispersion in oil) under argon at 0° C. After stirring for 1 hour at 0° C. and 1 hour at room temperature, the reaction mixture is partitioned between tert-butyl methyl ether and saturated... The reactants are COC(=O)c1cc(CO)cc(N(C)S(=O)(=O)c2ccc(OCc3ccccc3)cc2)c1, O=S(Cl)Cl. The product is COC(=O)c1cc(CCl)cc(N(C)S(=O)(=O)c2ccc(OCc3ccccc3)cc2)c1. RXN SMILES: [CH3:1][O:2][C:3]([c:4]1[cH:5][c:6]([N:12]([CH3:13])[S:14](=[O:15])(=[O:16])[c:17]2[cH:18][cH:19][c:20]([O:23][CH2:24][c:25]3[cH:26][cH:27][cH:28][cH:29][cH:30]3)[cH:21][cH:22]2)[cH:7][c:8]([CH2:10][OH:11])[cH:9]1)=[O:31].[S:32]([Cl:33])([Cl:34])=[O:35]>>[CH3:1][O:2][C:3]([c:4]1[cH:5][c:6]([N:12]([CH3:13])[S:14](=[O:15])(=[O:16])[c:17]2[cH:18][cH:19][c:20]([O:23][CH2:24][c:25]3[cH:26][cH:27][cH:28][cH:29][cH:30]3)[cH:21][cH:22]2)[cH:7][c:8]([CH2:10][Cl:34])[cH:9]1)=[O:31]. Reactants: ClCCl (dichloromethane), C1(=CC=CC=C1)C1NCCC2=CC=CC=C12 (1-phenyl-1,2,3,4-tetrahydroisoquinoline), ClC(=O)OCC (ethyl chloroformate). Solvent: C(C)N(CC)CC (triethylamine). Run at time 8 hour. The product is C1(=CC=CC=C1)C1N(CCC2=CC=CC=C12)C(=O)OCC (ethyl 1-phenyl-1,2,3,4-tetrahydro-2-isoquinolinecarboxylate). As a reaction SMILES: ClCCl.[C:4]1([CH:10]2[C:19]3[C:14](=[CH:15][CH:16]=[CH:17][CH:18]=3)[CH2:13][CH2:12][NH:11]2)[CH:9]=[CH:8][CH:7]=[CH:6][CH:5]=1.Cl[C:21]([O:23][CH2:24][CH3:25])=[O:22]>C(N(CC)CC)C>[C:4]1([CH:10]2[C:19]3[C:14](=[CH:15][CH:16]=[CH:17][CH:18]=3)[CH2:13][CH2:12][N:11]2[C:21]([O:23][CH2:24][CH3:25])=[O:22])[CH:5]=[CH:6][CH:7]=[CH:8][CH:9]=1. Reported procedure: To a 130 ml dichloromethane solution containing 6.28 g of 1-phenyl-1,2,3,4-tetrahydroisoquinoline and 3.34 g of triethylamine, 3.1 ml of ethyl chloroformate was added dropwise under ice-cooling, followed by stirring at room temperature overnight. The reaction solution was washed successively with water, 1N hydrochloric acid, water and brine and then dried over anhydrous sodium sulfate. The solvent was removed under reduced pressure, thereby 10.58 g of ethyl 1-phenyl-1,2,3,4-tetrahydro-2-isoquino... As a reaction SMILES: [C:1]([CH3:2])(=[O:3])[NH:4][CH:5]1[c:6]2[cH:7][cH:8][cH:9][cH:10][c:11]2-[c:12]2[nH:13][c:14](=[O:21])[c:15]3[n:16]([c:17]21)[cH:18][cH:19][n:20]3.[CH3:33][S:34](=[O:35])[CH3:36].[CH3:37][C:38](=[O:39])[OH:40].[Cl:24][CH2:25][c:26]1[cH:27][cH:28][cH:29][cH:30][cH:31]1.[H-:22].[Na+:23].[OH2:32]>>[C:1]([CH3:2])(=[O:3])[NH:4][C:5]1([CH2:25][c:26]2[cH:27][cH:28][cH:29][cH:30][cH:31]2)[c:6]2[cH:7][cH:8][cH:9][cH:10][c:11]2-[c:12]2[nH:13][c:14](=[O:21])[c:15]3[n:16]([c:17]21)[cH:18][cH:19][n:20]3. The product is CC(=O)NC1(Cc2ccccc2)c2ccccc2-c2[nH]c(=O)c3nccn3c21. The reactants are CC(=O)NC1c2ccccc2-c2[nH]c(=O)c3nccn3c21, CS(C)=O, CC(=O)O, ClCc1ccccc1, [H-], [Na+], O. As a reaction SMILES: [C:1]([O:5][CH3:6])(=[O:4])[CH2:2][SH:3].[CH3:7][C:8]([C:11]1[CH:12]=[C:13]([S:21][C@@H:22]2[CH2:27][CH2:26][CH2:25][CH2:24][C@H:23]2O)[CH:14]=[C:15]([C:17]([CH3:20])([CH3:19])[CH3:18])[CH:16]=1)([CH3:10])[CH3:9].FC(F)(F)C(O)=O.O>C(Cl)Cl>[CH3:10][C:8]([C:11]1[CH:12]=[C:13]([S:21][C@@H:22]2[CH2:23][CH2:24][CH2:25][CH2:26][C@H:27]2[S:3][CH2:2][C:1]([O:5][CH3:6])=[O:4])[CH:14]=[C:15]([C:17]([CH3:18])([CH3:19])[CH3:20])[CH:16]=1)([CH3:7])[CH3:9]. Yields the product CC(C)(C)C=1C=C(C=C(C1)C(C)(C)C)S[C@H]1[C@@H](CCCC1)SCC(=O)OC (Methyl trans-[[2-[[3,5-bis(1,1-dimethylethyl)phenyl]thio]cyclohexyl]thio]acetate). Reported procedure: Methyl thioglycolate (2.65 g, 0.025 moles) was added by syringe to a solution of trans-2-[[3,5-bis(1,1-dimethylethyl)phenyl]thio]cyclohexanol (5.0 g., 0,025 moles) in methylene chloride (10 ml). After stirring the reaction mixture for 15 minutes, trifluoroacetic acid (10 ml) was added by syringe, and the reaction mixture was stirred for 20 hours at room temperature. The reaction mixture was poured into cold water (100 ml). After stirring for 30 minutes, the mixture was extracted with ethyl aceta... Reaction conditions: time 15 minute. Run in C(Cl)Cl (methylene chloride). Reactants: O (water), C(CS)(=O)OC (Methyl thioglycolate), CC(C)(C)C=1C=C(C=C(C1)C(C)(C)C)S[C@H]1[C@@H](CCCC1)O (trans-2-[[3,5-bis(1,1-dimethylethyl)phenyl]thio]cyclohexanol), FC(C(=O)O)(F)F (trifluoroacetic acid). Reactants: CCOC(=O)c1cn(CC2CCC3CN(C(=O)OC)C(C(=O)OCC)CC3C2)cn1, ClCCl, C[Si](C)(C)I. The product is CCOC(=O)c1cn(CC2CCC3CNC(C(=O)OCC)CC3C2)cn1. RXN SMILES: [CH2:1]([CH3:2])[O:3][C:4](=[O:5])[CH:6]1[N:7]([C:27]([O:28][CH3:29])=[O:30])[CH2:8][CH:9]2[CH2:10][CH2:11][CH:12]([CH2:16][n:17]3[cH:18][n:19][c:20]([C:22](=[O:23])[O:24][CH2:25][CH3:26])[cH:21]3)[CH2:13][CH:14]2[CH2:15]1.[CH2:36]([Cl:37])[Cl:38].[CH3:31][Si:32]([I:33])([CH3:34])[CH3:35]>>[CH2:1]([CH3:2])[O:3][C:4](=[O:5])[CH:6]1[NH:7][CH2:8][CH:9]2[CH2:10][CH2:11][CH:12]([CH2:16][n:17]3[cH:18][n:19][c:20]([C:22](=[O:23])[O:24][CH2:25][CH3:26])[cH:21]3)[CH2:13][CH:14]2[CH2:15]1. The reactants are CC(C)(C)OC(=O)NC(Cc1ccccc1C(F)(F)F)C(=O)O, CCN(C(C)C)C(C)C, ClC(Cl)Cl, Cc1sc(C(=O)O)cc1-c1c(Cl)cnn1C, NC(Cc1cccc(C(F)(F)F)c1)CN1C(=O)c2ccccc2C1=O. The product is Cc1sc(C(=O)NC(Cc2cccc(C(F)(F)F)c2)CN2C(=O)c3ccccc3C2=O)cc1-c1c(Cl)cnn1C. Reaction SMILES: [CH3:42][C:43]([O:44][C:45]([NH:46][CH:47]([C:48]([OH:49])=[O:50])[CH2:51][c:52]1[cH:53][cH:54][cH:55][cH:56][c:57]1[C:58]([F:59])([F:60])[F:61])=[O:62])([CH3:63])[CH3:64].[CH:65]([N:66]([CH2:67][CH3:68])[CH:69]([CH3:70])[CH3:71])([CH3:72])[CH3:73].[CH:74]([Cl:75])([Cl:76])[Cl:77].[Cl:1][c:2]1[cH:3][n:4][n:5]([CH3:16])[c:6]1-[c:7]1[cH:8][c:9]([C:13](=[O:14])[OH:15])[s:10][c:11]1[CH3:12].[NH2:17][CH:18]([CH2:19][N:20]1[C:21](=[O:30])[c:22]2[cH:23][cH:24][cH:25][cH:26][c:27]2[C:28]1=[O:29])[CH2:31][c:32]1[cH:33][c:34]([C:38]([F:39])([F:40])[F:41])[cH:35][cH:36][cH:37]1>>[Cl:1][c:2]1[cH:3][n:4][n:5]([CH3:16])[c:6]1-[c:7]1[cH:8][c:9]([C:13](=[O:15])[NH:17][CH:18]([CH2:19][N:20]2[C:21](=[O:30])[c:22]3[cH:23][cH:24][cH:25][cH:26][c:27]3[C:28]2=[O:29])[CH2:31][c:32]2[cH:33][c:34]([C:38]([F:39])([F:40])[F:41])[cH:35][cH:36][cH:37]2)[s:10][c:11]1[CH3:12]. Starting materials: C1(=CC=CC=C1)N1N=C(C=C1N)C1=CC=CC=C1 (1,3-diphenyl-5-pyrazolamine), C1(CCCCC1)=O (cyclohexanone). Yields the product C1(=CC=CC=C1)N1N=C(C(=C1N)C1=CCCCC1)C1=CC=CC=C1 (1,3-Diphenyl-4-cyclohexenyl-5-pyrazolamine). Reaction SMILES: [C:1]1([N:7]2[C:11]([NH2:12])=[CH:10][C:9]([C:13]3[CH:18]=[CH:17][CH:16]=[CH:15][CH:14]=3)=[N:8]2)[CH:6]=[CH:5][CH:4]=[CH:3][CH:2]=1.[C:19]1(=O)[CH2:24][CH2:23][CH2:22][CH2:21][CH2:20]1>>[C:1]1([N:7]2[C:11]([NH2:12])=[C:10]([C:19]3[CH2:24][CH2:23][CH2:22][CH2:21][CH:20]=3)[C:9]([C:13]3[CH:18]=[CH:17][CH:16]=[CH:15][CH:14]=3)=[N:8]2)[CH:2]=[CH:3][CH:4]=[CH:5][CH:6]=1. Procedure details: It is obtained by essentially following the procedure of example 1, reacting 1,3-diphenyl-5-pyrazolamine (1 mole) with cyclohexanone (1.1 mole) at a temperature of about 80° C. for about 4 hours. M.p. 115°-117° C. Reactants: C1COCCO1, C, COC(=O)c1ccc(-c2cc(I)c(OC)cc2F)c(F)c1, CC1C(c2cc(C(F)(F)F)cc(C(F)(F)F)c2)OC(=O)N1Cc1cc(C(F)(F)F)ccc1B1OC(C)(C)C(C)(C)O1, [Na+], [Na+], O=C([O-])[O-]. Yields the product COC(=O)c1ccc(-c2cc(-c3ccc(C(F)(F)F)cc3CN3C(=O)OC(c4cc(C(F)(F)F)cc(C(F)(F)F)c4)C3C)c(OC)cc2F)c(F)c1. RXN SMILES: [CH2:70]1[O:71][CH2:72][CH2:73][O:74][CH2:75]1.[CH4:22].[F:1][c:2]1[c:3](-[c:12]2[c:13]([F:21])[cH:14][c:15]([O:19][CH3:20])[c:16]([I:18])[cH:17]2)[cH:4][cH:5][c:6]([C:8](=[O:9])[O:10][CH3:11])[cH:7]1.[F:23][C:24]([c:25]1[cH:26][c:27]([CH:35]2[CH:36]([CH3:61])[N:37]([CH2:41][c:42]3[c:43]([B:52]4[O:53][C:54]([CH3:55])([CH3:56])[C:57]([CH3:58])([CH3:59])[O:60]4)[cH:44][cH:45][c:46]([C:48]([F:49])([F:50])[F:51])[cH:47]3)[C:38](=[O:40])[O:39]2)[cH:28][c:29]([C:31]([F:32])([F:33])[F:34])[cH:30]1)([F:62])[F:63].[Na+:64].[Na+:65].[O-:66][C:67](=[O:68])[O-:69]>>[F:1][c:2]1[c:3](-[c:12]2[c:13]([F:21])[cH:14][c:15]([O:19][CH3:20])[c:16](-[c:43]3[c:42]([CH2:41][N:37]4[CH:36]([CH3:61])[CH:35]([c:27]5[cH:26][c:25]([C:24]([F:23])([F:62])[F:63])[cH:30][c:29]([C:31]([F:32])([F:33])[F:34])[cH:28]5)[O:39][C:38]4=[O:40])[cH:47][c:46]([C:48]([F:49])([F:50])[F:51])[cH:45][cH:44]3)[cH:17]2)[cH:4][cH:5][c:6]([C:8](=[O:9])[O:10][CH3:11])[cH:7]1.